The task is: describe an organic reaction: reactants, conditions, products, and yield. This data is from the Open Reaction Database (ORD), a public repository of structured organic reaction records. Starting materials: CS(=O)C1=NN2C(C=C(C=C2N)C2=NC=CC=C2)=N1 (2-methanesulfinyl-7-pyridin-2-yl-[1,2,4]triazolo[1,5-a]pyridin-5-ylamine), N12CCCCCC2=NCCC1 (1,8-diazabicyclo[5.4.0]undec-7-en). Solvent: CC=1NC=CN1 (2-methylimidazole). Product: CC=1N(C=CN1)C1=NN2C(C=C(C=C2N)C2=NC=CC=C2)=N1 (2-(2-Methyl-imidazol-1-yl)-7-pyridin-2-yl-[1,2,4]triazolo[1,5-a]pyridin-5-ylamine). Reaction SMILES: CS([C:4]1[N:19]=[C:7]2[CH:8]=[C:9]([C:13]3[CH:18]=[CH:17][CH:16]=[CH:15][N:14]=3)[CH:10]=[C:11]([NH2:12])[N:6]2[N:5]=1)=O.[N:20]12[CH2:30][CH2:29]C[N:27]=[C:26]1[CH2:25]CCCC2>CC1NC=CN=1>[CH3:25][C:26]1[N:20]([C:4]2[N:19]=[C:7]3[CH:8]=[C:9]([C:13]4[CH:18]=[CH:17][CH:16]=[CH:15][N:14]=4)[CH:10]=[C:11]([NH2:12])[N:6]3[N:5]=2)[CH:30]=[CH:29][N:27]=1. Procedure details: The title compound, MS m/e (%):292 (M+H+,100), was prepared in accordance with the method of example 339b) from 2-methanesulfinyl-7-pyridin-2-yl-[1,2,4]triazolo[1,5-a]pyridin-5-ylamine and 1,8-diazabicyclo[5.4.0]undec-7-en in 2-methylimidazole at 170° C. Reactants: CC(C)(C)C=1C=C(C=C(C1O)C(C)(C)C)SCCC(=O)NN (3-[[3,5-bis(1,1-dimethylethyl)-4-hydroxyphenyl]thio]propanoic acid hydrazide), C(=O)O (formic acid). Yields the product C(=O)NNC(CCSC1=CC(=C(C(=C1)C(C)(C)C)O)C(C)(C)C)=O (3-[[3,5-bis(1,1-dimethylethyl)-4-hydroxyphenyl]thio]propanoic acid 2-formylhydrazide). Yield: 89.0%. Reaction SMILES: [CH3:1][C:2]([C:5]1[CH:6]=[C:7]([S:16][CH2:17][CH2:18][C:19]([NH:21][NH2:22])=[O:20])[CH:8]=[C:9]([C:12]([CH3:15])([CH3:14])[CH3:13])[C:10]=1[OH:11])([CH3:4])[CH3:3].[CH:23](O)=[O:24]>>[CH:23]([NH:22][NH:21][C:19](=[O:20])[CH2:18][CH2:17][S:16][C:7]1[CH:8]=[C:9]([C:12]([CH3:13])([CH3:14])[CH3:15])[C:10]([OH:11])=[C:5]([C:2]([CH3:1])([CH3:3])[CH3:4])[CH:6]=1)=[O:24]. Procedure details: A solution of 3-[[3,5-bis(1,1-dimethylethyl)-4-hydroxyphenyl]thio]propanoic acid hydrazide (0.70 g, 2.16 mmol) in 96% formic acid (5.6 mL) is stirred overnight. The reaction mixture is concentrated in vacuo, diluted with ethyl acetate and washed once with a saturated solution of sodium bicarbonate, twice with water, and once with brine. Drying the organic phase over magnesium sulfate and evaporation gives an oil which is crystallized from ethyl acetate/hexane to afford 0.68 g (89%) of 3-[[3,5-bi... The product is Nc1[nH]c(Cl)nc2ncnc1-2. RXN SMILES: [CH:13]([OH:14])([CH3:15])[CH3:16].[Cl:1][c:2]1[nH:3][c:4]([Cl:11])[c:5]2[n:6][cH:7][n:8][c:9]-2[n:10]1.[NH3:12]>>[Cl:1][c:2]1[nH:3][c:4]([NH2:12])[c:5]2[n:6][cH:7][n:8][c:9]-2[n:10]1. Reactants: CC(C)O, Clc1nc2ncnc-2c(Cl)[nH]1, N. Starting materials: C1(CC1)C=1C=CC(=NC1OCC1CC1)C(=O)O (5-cyclopropyl-6-cyclopropylmethyloxy-pyridine-2-carboxylic acid), Cl.COC([C@@H](N)C(C)(C)C)=O (3-methyl-L-valine methyl ester hydrochloride). The product is COC([C@H](C(C)(C)C)NC(=O)C1=NC(=C(C=C1)C1CC1)OCC1CC1)=O ((S)-2-[(5-Cyclopropyl-6-cyclopropylmethoxy-pyridine-2-carbonyl)-amino]-3,3-dimethyl-butyric acid methyl ester). RXN SMILES: [CH:1]1([C:4]2[CH:5]=[CH:6][C:7]([C:15]([OH:17])=O)=[N:8][C:9]=2[O:10][CH2:11][CH:12]2[CH2:14][CH2:13]2)[CH2:3][CH2:2]1.Cl.[CH3:19][O:20][C:21](=[O:28])[C@H:22]([C:24]([CH3:27])([CH3:26])[CH3:25])[NH2:23]>>[CH3:19][O:20][C:21](=[O:28])[C@@H:22]([NH:23][C:15]([C:7]1[CH:6]=[CH:5][C:4]([CH:1]2[CH2:2][CH2:3]2)=[C:9]([O:10][CH2:11][CH:12]2[CH2:13][CH2:14]2)[N:8]=1)=[O:17])[C:24]([CH3:27])([CH3:26])[CH3:25] |f:1.2|. Procedure details: The title compound was synthesized in analogy to Example 1, using 5-cyclopropyl-6-cyclopropylmethyloxy-pyridine-2-carboxylic acid (Example 42a) and 3-methyl-L-valine methyl ester hydrochloride (1:1) (CAN 63038-27-7) as starting materials, MS (ESI) 361.3 (M+H)+. The reactants are C1(CC1)CC(C(C(C)([N+](=O)[O-])C)C1=CC=C(C=C1)Cl)=O (1-cyclopropyl-3-(p-chlorophenyl)-4-methyl-4-nitropentanone). The reagents and catalysts are [Ni] (Raney Nickel). The solvent is CO (methanol). Product: Cl.C1(CC1)C1NC(C(C1)C1=CC=CC=C1)(C)C (2-cyclopropyl-4-phenyl-5,5-dimethylpyrrolidine hydrochloride). Reaction SMILES: [CH:1]1([CH2:4][C:5](=O)[CH:6]([C:13]2[CH:18]=[CH:17][C:16]([Cl:19])=[CH:15][CH:14]=2)[C:7]([CH3:12])([N+:9]([O-])=O)[CH3:8])[CH2:3][CH2:2]1>CO.[Ni]>[ClH:19].[CH:1]1([CH:4]2[CH2:5][CH:6]([C:13]3[CH:18]=[CH:17][CH:16]=[CH:15][CH:14]=3)[C:7]([CH3:12])([CH3:8])[NH:9]2)[CH2:3][CH2:2]1 |f:3.4|. Procedure: 15.2 G of 1-cyclopropyl-3-(p-chlorophenyl)-4-methyl-4-nitropentanone in 250 ml of methanol are hydrogenated for 7 hours 30 minutes under 100 atmospheres at 120° C in the presence of 10 g of Raney Nickel. Filtration, evaporation of the methanolic filtrate under reduced pressure and recrystallisation from isopropanol give 9 g of 2-cyclopropyl-4-phenyl-5,5-dimethylpyrrolidine hydrochloride as white crystals. Melting point = 271°-273° C. The reactants are N([C@@H](C(C)C)C(=O)N[C@@H](CC(C)C)C(=O)OC)C(=O)OCC1=CC=CC=C1 (Z-Val-Leu-OMe), Cl (hydrochloric acid). The reagents and catalysts are [Pd].C (Pd charcoal). Solvent: CO (methanol). Conditions: time 3 hour. Product: N[C@@H](C(C)C)C(=O)N[C@@H](CC(C)C)C(=O)OC.Cl (H-Val-Leu-OMe.HCl). Reaction SMILES: [NH:1](C(OCC1C=CC=CC=1)=O)[C@H:2]([C:6]([NH:8][C@H:9]([C:14]([O:16][CH3:17])=[O:15])[CH2:10][CH:11]([CH3:13])[CH3:12])=[O:7])[CH:3]([CH3:5])[CH3:4].[ClH:28]>CO.[Pd].C>[NH2:1][C@H:2]([C:6]([NH:8][C@H:9]([C:14]([O:16][CH3:17])=[O:15])[CH2:10][CH:11]([CH3:12])[CH3:13])=[O:7])[CH:3]([CH3:5])[CH3:4].[ClH:28] |f:3.4,5.6|. Procedure details: 5.66 g (15 mmols) of Z-Val-Leu-OMe are hydrogenated in 75 ml of methanol in the presence of 15 mmols of hydrochloric acid and 850 mg of Pd-charcoal (10%) at room temperature. The hydroen uptake has finished after 3 hours. The catalyst is filtered off and the solution is concentrated to about 15 ml. On addition of ether, the product crystallises out. Melting point 136° - 139°C.